Dataset: the Open Reaction Database (ORD), a public repository of structured organic reaction records. Task: describe an organic reaction: reactants, conditions, products, and yield Reactants: solid, Cl.Cl.O1CCC2=C1C=CC=C2C2CCN(CC2)CC[C@@H]2CC[C@H](CC2)N (trans-4-{2-[4-(2,3-dihydro-benzofuran-4-yl)-piperidin-1-yl]-ethyl}-cyclohexylamine dihydrochloride), Cl.Cl.O1CCC2=C1C=CC=C2C2CCN(CC2)CC[C@@H]2CC[C@H](CC2)N (trans-4-{2-[4-(2,3-dihydro-benzofuran-4-yl)-piperidin-1-yl]-ethyl}-cyclohexylamine dihydrochloride), O1C(CCC1)C(=O)O ((RS)-tetrahydro-furan-2-carboxylic acid). Yields the product O1CCC2=C1C=CC=C2C2CCN(CC2)CC[C@@H]2CC[C@H](CC2)NC(=O)C2OCCC2 ((RS)-Tetrahydro-furan-2-carboxylic acid trans-(4-{2-[4-(2,3-dihydro-benzofuran-4-yl)-piperidin-1-yl]-ethyl}-cyclohexyl)-amide). RXN SMILES: Cl.Cl.[O:3]1[C:7]2[CH:8]=[CH:9][CH:10]=[C:11]([CH:12]3[CH2:17][CH2:16][N:15]([CH2:18][CH2:19][C@H:20]4[CH2:25][CH2:24][C@H:23]([NH2:26])[CH2:22][CH2:21]4)[CH2:14][CH2:13]3)[C:6]=2[CH2:5][CH2:4]1.[O:27]1[CH2:31][CH2:30][CH2:29][CH:28]1[C:32](O)=[O:33]>>[O:3]1[C:7]2[CH:8]=[CH:9][CH:10]=[C:11]([CH:12]3[CH2:17][CH2:16][N:15]([CH2:18][CH2:19][C@H:20]4[CH2:21][CH2:22][C@H:23]([NH:26][C:32]([CH:28]5[CH2:29][CH2:30][CH2:31][O:27]5)=[O:33])[CH2:24][CH2:25]4)[CH2:14][CH2:13]3)[C:6]=2[CH2:5][CH2:4]1 |f:0.1.2|. Procedure: The title compound, white solid (87 mg, 82%), MS (ISP) m/z=427.4 [(M+H)+], mp 160° C., was prepared in accordance with the general method of example 1 from trans-4-{2-[4-(2,3-dihydro-benzofuran-4-yl)-piperidin-1-yl]-ethyl}-cyclohexylamine dihydro chloride (intermediate B) (100 mg, 0.25 mmol) and (RS)-tetrahydro-furan-2-carboxylic acid.